Dataset: the Open Reaction Database (ORD), a public repository of structured organic reaction records. Task: describe an organic reaction: reactants, conditions, products, and yield The reactants are ClC1=CC(NC=C1F)(C)Br (4-Chloro-5-fluoro-alpha-bromo-2-picoline), CN (Methylamine). Solvent: CO (methanol). Reaction conditions: time 26 hour. The product is ClC1=CC(=NC=C1F)CNC (4-Chloro-5-fluoro-2-(N-methylaminomethyl)-pyridine). The yield is 70.0%. As a reaction SMILES: [Cl:1][C:2]1[C:7]([F:8])=[CH:6][NH:5][C:4](Br)([CH3:9])[CH:3]=1.[CH3:11][NH2:12]>CO>[Cl:1][C:2]1[C:7]([F:8])=[CH:6][N:5]=[C:4]([CH2:9][NH:12][CH3:11])[CH:3]=1. Procedure: 4-Chloro-5-fluoro-alpha-bromo-2-picoline (1.37 g, 6.1 mmol), from Step 1 was dissolved in 15 mL of methanol in a pressure tube. Methylamine (3 mL of 40% aqueous solution) was added to the tube and the tube was sealed. The reaction mixture was stirred at ambient temperature for 26 hours and then the solvent was removed under reduced pressure. To the residue was added 50 mL of 10% aqueous sodium carbonate solution and the resultant aqueous mixture was extracted with 3 X 50 mL of methylene chloride... Starting materials: S(=O)(Cl)Cl (thionyl chloride), OC1C(N(CS1)C1=CC(=CC=C1)C(F)(F)F)=O (5-hydroxy-3-[3-(trifluoromethyl)phenyl]4thiazolidinone), C([O-])(O)=O.[Na+] (sodium bicarbonate), CC(C)(C)C1=NNC=C1 (3-(1,1-dimethylethyl)-1H-pyrazole), C(C)(C)N(C(C)C)CC (N,N-diisopropylethylamine). Run in C(Cl)Cl (methylene chloride). Run at temperature 0 celsius, time 20 minute. The product is CC(C)(C)C1=NN(C=C1)C1C(N(CS1)C1=CC(=CC=C1)C(F)(F)F)=O (5-[3-(1,1-dimethylethyl)-1H-pyrazol-1-yl]-3-[3-(trifluoromethyl)phenyl]-4-thiazolidinone). As a reaction SMILES: S(Cl)(Cl)=O.[CH3:5][C:6]([C:9]1[CH:13]=[CH:12][NH:11][N:10]=1)([CH3:8])[CH3:7].C(N(CC)C(C)C)(C)C.O[CH:24]1[S:28][CH2:27][N:26]([C:29]2[CH:34]=[CH:33][CH:32]=[C:31]([C:35]([F:38])([F:37])[F:36])[CH:30]=2)[C:25]1=[O:39].C(=O)(O)[O-].[Na+]>C(Cl)Cl>[CH3:5][C:6]([C:9]1[CH:13]=[CH:12][N:11]([CH:24]2[S:28][CH2:27][N:26]([C:29]3[CH:34]=[CH:33][CH:32]=[C:31]([C:35]([F:37])([F:36])[F:38])[CH:30]=3)[C:25]2=[O:39])[N:10]=1)([CH3:8])[CH3:7] |f:4.5|. Procedure: To a stirred solution of thionyl chloride (5.3 mL, 73 mmol) in 120 mL of methylene chloride at ˜10° C. was slowly added 3-(1,1-dimethylethyl)-1H-pyrazole (11.32 g, 91 mmol). The resulting solution was stirred for ˜20 minutes and was then cooled further to ˜0° C. To this solution was added N,N-diisopropylethylamine (26.5 mL, 152 mmol) dropwise at ˜0° C. and then 5-hydroxy-3-[3-(trifluoromethyl)phenyl]4thiazolidinone (16 g, 61 mmol) portionwise at temperatures between 0° C. and 10° C. After the ad... Yields the product COC(=O)c1c(C(C)=O)cc(F)c(F)c1Nc1ccccc1Cl. The reactants are COC(=O)c1c(C#C[Si](C)(C)C)cc(F)c(F)c1Nc1ccccc1Cl, CC(C)=O, O, O=S(=O)(O)O. RXN SMILES: [CH3:1][O:2][C:3]([c:4]1[c:5]([NH:18][c:19]2[c:20]([Cl:25])[cH:21][cH:22][cH:23][cH:24]2)[c:6]([F:17])[c:7]([F:16])[cH:8][c:9]1[C:10]#[C:11][Si:12]([CH3:13])([CH3:14])[CH3:15])=[O:26].[CH3:33][C:34]([CH3:35])=[O:36].[OH2:32].[S:27]([OH:28])(=[O:29])(=[O:30])[OH:31]>>[CH3:1][O:2][C:3]([c:4]1[c:5]([NH:18][c:19]2[c:20]([Cl:25])[cH:21][cH:22][cH:23][cH:24]2)[c:6]([F:17])[c:7]([F:16])[cH:8][c:9]1[C:10]([CH3:11])=[O:28])=[O:26]. The reactants are FC1=C(C=C(C=C1)F)CC(C)NC1=C(C(NC=C1)=O)C1=NC=2C(=CC=3C(N(C(C3C2)=O)CCN(C)C)=O)N1 (2-(4-(1-(2,5-difluorophenyl)propan-2-ylamino)-2-oxo-1,2-dihydropyridin-3-yl)-6-(2-(dimethylamino)ethyl)imidazo[4,5-f]isoindole-5,7(1H,6H)-dione). The reagents and catalysts are [Zn] (zinc). Run in C(C)(=O)O (acetic acid). The product is FC1=C(C=C(C=C1)F)CC(C)NC1=C(C(NC=C1)=O)C1=NC=2C(=CC=3CN(C(C3C2)=O)CCN(C)C)N1 (2-(4-(1-(2,5-Difluorophenyl)propan-2-ylamino)-2-oxo-1,2-dihydropyridin-3-yl)-6-(2-(dimethylamino)ethyl)-6,7-dihydroimidazo[4,5-f]isoindole-5(1H)-one). Yield: 77.3%. As a reaction SMILES: [F:1][C:2]1[CH:7]=[CH:6][C:5]([F:8])=[CH:4][C:3]=1[CH2:9][CH:10]([NH:12][C:13]1[CH:18]=[CH:17][NH:16][C:15](=[O:19])[C:14]=1[C:20]1[NH:38][C:23]2=[CH:24][C:25]3[C:26](=[O:37])[N:27]([CH2:32][CH2:33][N:34]([CH3:36])[CH3:35])[C:28](=O)[C:29]=3[CH:30]=[C:22]2[N:21]=1)[CH3:11]>C(O)(=O)C.[Zn]>[F:1][C:2]1[CH:7]=[CH:6][C:5]([F:8])=[CH:4][C:3]=1[CH2:9][CH:10]([NH:12][C:13]1[CH:18]=[CH:17][NH:16][C:15](=[O:19])[C:14]=1[C:20]1[NH:21][C:22]2=[CH:30][C:29]3[CH2:28][N:27]([CH2:32][CH2:33][N:34]([CH3:35])[CH3:36])[C:26](=[O:37])[C:25]=3[CH:24]=[C:23]2[N:38]=1)[CH3:11]. Procedure: Compound 2-(4-(1-(2,5-difluorophenyl)propan-2-ylamino)-2-oxo-1,2-dihydropyridin-3-yl)-6-(2-(dimethylamino)ethyl)imidazo[4,5-f]isoindole-5,7(1H,6H)-dione (1.00 g, 1.92 mmol) and zinc powder (3.12 g, 24.85 mmol) were suspended in acetic acid (50 mL). The reaction mixture was stirred and heated to reflux overnight under argon. Then, the solvent was removed under reduced pressure. The residue solid was stirred in 100 mL of saturated K2CO3 solution. The white solid was filtered out, dried under vacuu... The reactants are C(C1=CC=CC=C1)O[C@H](C=O)[C@H]1[C@H]([C@@H]([C@H]2N=C(S[C@H]2O1)N(C)C)OCC1=CC=CC=C1)OCC1=CC=CC=C1 ((S)-2-(benzyloxy)-2-((3aR,5R,6S,7R,7aR)-6,7-bis(benzyloxy)-2-(dimethylamino)-5,6,7,7a-tetrahydro-3aH-pyrano[3,2-d]thiazol-5-yl)ethanal), B(Cl)(Cl)Cl (BCl3), [NH4+].[OH-] (NH4OH), CO (methanol). The solvent is ClCCl (dichloromethane). Run at time 8 minute. The product is O[C@H](CO)[C@@H]1[C@H]([C@@H]([C@H]2N=C(S[C@H]2O1)N(C)C)O)O ((3aR,5R,6S,7R,7aR)-5-((R)-1,2-dihydroxyethyl)-2-(dimethylamino)-5,6,7,7a-tetrahydro-3aH-pyrano[3,2-d]thiazole-6,7-diol). Yield: 9.2%. Reaction SMILES: C([O:8][C@@H:9]([C@@H:12]1[O:20][C@H:19]2[C@H:15]([N:16]=[C:17]([N:21]([CH3:23])[CH3:22])[S:18]2)[C@@H:14]([O:24]CC2C=CC=CC=2)[C@@H:13]1[O:32]CC1C=CC=CC=1)[CH:10]=[O:11])C1C=CC=CC=1.B(Cl)(Cl)Cl.CO.[NH4+].[OH-]>ClCCl>[OH:8][C@@H:9]([C@H:12]1[O:20][C@H:19]2[C@H:15]([N:16]=[C:17]([N:21]([CH3:23])[CH3:22])[S:18]2)[C@@H:14]([OH:24])[C@@H:13]1[OH:32])[CH2:10][OH:11] |f:3.4|. Reported procedure: A solution of 102 (500 mg, 0.9 mmol) in dichloromethane (20 mL) was treated with BCl3 (9 ml, 9 mmol, 1 M in dichloromethane) at −60° C. under nitrogen for 30 min. The reaction was then quenched with methanol (20 mL). Volatiles were distilled out to give a residue, which was dissolved into methanol (5 mL) and neutralized with Con. NH4OH (2 ml, 26% aqueous solution). After concentration, the crude product was purified by a silica gel column, eluted with 10° A) methanol in dichloromethane to give a... The product is C=C(C)CC1CCCC1=O. RXN SMILES: [CH3:17][N:18]([CH3:19])[P:20]([N:21]([CH3:22])[CH3:23])([N:24]([CH3:25])[CH3:26])=[O:27].[CH3:1][O:2][C:3](=[O:4])[C:5]1([CH2:11][C:12](=[CH2:13])[CH3:14])[C:6](=[O:10])[CH2:7][CH2:8][CH2:9]1.[Cl-:15].[Li+:16]>>[CH:5]1([CH2:11][C:12](=[CH2:13])[CH3:14])[C:6](=[O:10])[CH2:7][CH2:8][CH2:9]1. The reactants are CN(C)P(=O)(N(C)C)N(C)C, C=C(C)CC1(C(=O)OC)CCCC1=O, [Cl-], [Li+]. The reactants are NC=1C=C(C=CC1OC)S(=O)(=O)N(CC)CC (3-Amino-4-methoxydiethylaminosulfonylbenzene), CN1C(CCC1)=O (N-methyl-2-pyrrolidone), OC1=CC2=CC=C(C=C2C=C1C(=O)Cl)C(=O)Cl (2-hydroxy-3,6-dichlorocarbonylnaphthalene). Solvent: C1(=CC=CC=C1)C (toluene). Reaction conditions: temperature 25 celsius, time 24 hour. Product: OC1=CC2=CC=C(C=C2C=C1C(=O)NC1=C(C=CC(=C1)S(=O)(=O)N(CC)CC)OC)C(=O)NC1=C(C=CC(=C1)S(=O)(=O)N(CC)CC)OC (2-hydroxy-3,6-bis(2-methoxy-5-diethylaminosulfonylphenyl-aminocarbonyl)naphthalene). Yield: 62.2%. RXN SMILES: [NH2:1][C:2]1[CH:3]=[C:4]([S:10]([N:13]([CH2:16][CH3:17])[CH2:14][CH3:15])(=[O:12])=[O:11])[CH:5]=[CH:6][C:7]=1[O:8][CH3:9].C[N:19]1[CH2:23][CH2:22][CH2:21][C:20]1=O.[OH:25][C:26]1[C:35]([C:36](Cl)=[O:37])=[CH:34][C:33]2[C:28](=[CH:29][CH:30]=[C:31]([C:39](Cl)=[O:40])[CH:32]=2)[CH:27]=1>C1(C)C=CC=CC=1>[OH:25][C:26]1[C:35]([C:36]([NH:1][C:2]2[CH:3]=[C:4]([S:10]([N:13]([CH2:14][CH3:15])[CH2:16][CH3:17])(=[O:12])=[O:11])[CH:5]=[CH:6][C:7]=2[O:8][CH3:9])=[O:37])=[CH:34][C:33]2[C:28](=[CH:29][CH:30]=[C:31]([C:39]([NH:19][C:23]3[CH:22]=[C:21]([S:10]([N:13]([CH2:16][CH3:17])[CH2:14][CH3:15])(=[O:11])=[O:12])[CH:20]=[CH:2][C:7]=3[O:8][CH3:9])=[O:40])[CH:32]=2)[CH:27]=1. Procedure: 3-Amino-4-methoxydiethylaminosulfonylbenzene (15.6 g), N-methyl-2-pyrrolidone (86.1 g) and toluene (34.3 g) were dissolved at room temperature and the acid chloride (5.4 g) obtained in Example 6 was gradually added, and then the mixture was amidated at 90° C. for 24 hours. After the reaction solution was cooled to 25° C. and filtered, toluene was distilled off under reduced pressure. Then, the solution was crystallized by using methanol (350.1 g). The resultant product was filtered and then drie... Product: COC(C1=C(C=C(C=C1)OCC=1C=NC=CC1)C1=CC=CC=C1)=O (4-(3-Pyridylmethyloxy)-2-phenylbenzoic Acid Methyl Ester). Reported procedure: The desired compound was prepared according to the method of Example 158A, except substituting 4-(3-pyridylmethyloxy)-2-trifluoromethanesulfonyloxybenzoic acid methyl ester, prepared as in Example 240C for 2-iodoterephthalate. RXN SMILES: [CH3:1][O:2][C:3](=[O:26])[C:4]1[CH:9]=[CH:8][C:7]([O:10][CH2:11][C:12]2[CH:13]=[N:14][CH:15]=[CH:16][CH:17]=2)=[CH:6][C:5]=1OS(C(F)(F)F)(=O)=O.I[C:28]1[CH:36]=[C:35](C([O-])=O)[CH:34]=[CH:33][C:29]=1C([O-])=O>>[CH3:1][O:2][C:3](=[O:26])[C:4]1[CH:9]=[CH:8][C:7]([O:10][CH2:11][C:12]2[CH:13]=[N:14][CH:15]=[CH:16][CH:17]=2)=[CH:6][C:5]=1[C:28]1[CH:36]=[CH:35][CH:34]=[CH:33][CH:29]=1. The reactants are COC(C1=C(C=C(C=C1)OCC=1C=NC=CC1)OS(=O)(=O)C(F)(F)F)=O (4-(3-pyridylmethyloxy)-2-trifluoromethanesulfonyloxybenzoic acid methyl ester), IC1=C(C(=O)[O-])C=CC(=C1)C(=O)[O-] (2-iodoterephthalate). Reactants: C(C1=CC=CC=C1)OC1=C(C=CC=C1C(C)(C)C)C1=CC(=CC=C1)C(=C)C1=NC=CC=C1 (2-(1-(2′-(Benzyloxy)-3′-tert-butylbiphenyl-3-yl)vinyl)pyridine). The reagents and catalysts are [Pd] (palladium on activated carbon). The solvent is CO (methanol), C(C)(=O)OCC (ethyl acetate). Conditions: time 2 hour. Yields the product C(C)(C)(C)C1=C(C(=CC=C1)C1=CC(=CC=C1)C(C)C1=NC=CC=C1)O (3-tert-Butyl-3′-(1-(pyridin-2-yl)ethyl)biphenyl-2-ol). The yield is 77.9%. RXN SMILES: C([O:8][C:9]1[C:14]([C:15]([CH3:18])([CH3:17])[CH3:16])=[CH:13][CH:12]=[CH:11][C:10]=1[C:19]1[CH:24]=[CH:23][CH:22]=[C:21]([C:25]([C:27]2[CH:32]=[CH:31][CH:30]=[CH:29][N:28]=2)=[CH2:26])[CH:20]=1)C1C=CC=CC=1>CO.C(OCC)(=O)C.[Pd]>[C:15]([C:14]1[CH:13]=[CH:12][CH:11]=[C:10]([C:19]2[CH:24]=[CH:23][CH:22]=[C:21]([CH:25]([C:27]3[CH:32]=[CH:31][CH:30]=[CH:29][N:28]=3)[CH3:26])[CH:20]=2)[C:9]=1[OH:8])([CH3:16])([CH3:17])[CH3:18]. Reported procedure: A solution of 12 (0.13 g, 0.31 mmol) in methanol (10 mL) and ethyl acetate (30 mL) was treated with 20% palladium on activated carbon (50% wet, 0.05 g) and was hydrogenated at 10 psi in a Parr shaker for 2 hr. The catalyst was filtered out and washed with ethyl acetate. The solvent was removed in a rotary evaporator and the crude product was purified by chromatography on silica (25 g) with 5% ethyl acetate in hexane (3 L). Pure B1 (0.08 g, 80%) was isolated.